From a dataset of the Open Reaction Database (ORD), a public repository of structured organic reaction records. describe an organic reaction: reactants, conditions, products, and yield Reactants: C(C)OC(CCCOC1=CC=C(C[C@H](NC2=NN=NN2CC2=CC=CC=C2)C(=O)OC(C)(C)C)C=C1)=O ((1,1-dimethyl ethyl) O-(4-ethoxy-4-oxobutyl)-N-[1-(phenylmethyl)-1H-tetrazol-5-yl]-L-tyrosinate), NC=1NCCCN1 (2-amino-1,4,5,6-tetrahydropyrimidine). Solvent: C(Cl)Cl (CH2Cl2). Conditions: time 24 hour. Product: O=C(CCCOC1=CC=C(C[C@H](NC2=NN=NN2CC2=CC=CC=C2)C(=O)OC(C)(C)C)C=C1)NC=1NCCCN1 ((1,1-dimethyl ethyl) O-[4-oxo-4-[(1,4,5,6-tetrahydro-2-pyrimidinyl)amino]butyl]-N-[1-(phenylmethyl)-1H-tetrazol-5-yl]-L-tyrosinate). Yield: 24.2%. Reaction SMILES: C(O[C:4](=[O:37])[CH2:5][CH2:6][CH2:7][O:8][C:9]1[CH:36]=[CH:35][C:12]([CH2:13][C@@H:14]([C:28]([O:30][C:31]([CH3:34])([CH3:33])[CH3:32])=[O:29])[NH:15][C:16]2[N:20]([CH2:21][C:22]3[CH:27]=[CH:26][CH:25]=[CH:24][CH:23]=3)[N:19]=[N:18][N:17]=2)=[CH:11][CH:10]=1)C.[NH2:38][C:39]1[NH:40][CH2:41][CH2:42][CH2:43][N:44]=1>C(Cl)Cl>[O:37]=[C:4]([NH:38][C:39]1[NH:44][CH2:43][CH2:42][CH2:41][N:40]=1)[CH2:5][CH2:6][CH2:7][O:8][C:9]1[CH:10]=[CH:11][C:12]([CH2:13][C@@H:14]([C:28]([O:30][C:31]([CH3:32])([CH3:34])[CH3:33])=[O:29])[NH:15][C:16]2[N:20]([CH2:21][C:22]3[CH:27]=[CH:26][CH:25]=[CH:24][CH:23]=3)[N:19]=[N:18][N:17]=2)=[CH:35][CH:36]=1. Procedure: The ester 5-1 (150 mg) is mixed with 2-amino-1,4,5,6-tetrahydropyrimidine (42 mg) in 5 ml of CH2Cl2 and agitation is carried out at ambient temperature for 24 hours. Evaporation is then carried out under reduced pressure and the dry extract obtained is purified by chromatography, eluting with a CH2Cl2/MeOH/water/AcOH mixture 90/10/1/1. 40 mg of the expected product 5-2 is obtained. Reactants: S(=O)([O-])[O-].[Na+].[Na+] (sodium sulfite), COC1=C(C=CC(=C1)OC)S(=O)(=O)Cl (2,4-dimethoxy benzenesulfonyl chloride), [OH-].[Na+] (caustic soda). Run at time 3 hour. Yields the product COC1=C(C=CC(=C1)OC)S(=O)O (2,4-dimethoxy benzenesulfinic acid). Reaction SMILES: S([O-])([O-])=O.[Na+].[Na+].[CH3:7][O:8][C:9]1[CH:14]=[C:13]([O:15][CH3:16])[CH:12]=[CH:11][C:10]=1[S:17](Cl)(=[O:19])=[O:18].[OH-].[Na+]>>[CH3:7][O:8][C:9]1[CH:14]=[C:13]([O:15][CH3:16])[CH:12]=[CH:11][C:10]=1[S:17]([OH:19])=[O:18] |f:0.1.2,4.5|. Reported procedure: To an aqueous solution containing 129 g (0.974 mole) of sodium sulfite were added in small amounts and with stirring 115 g (0.487 mole) of 2,4-dimethoxy benzenesulfonyl chloride. During this operation, the pH was kept alkaline by the addition of caustic soda. After standing for 3 h, the reaction medium was filtered. The filtrate was acidified with 2N sulfuric acid until the precipitation of the sulfinic acid. Reactants: N1(N=CN=C1)C1=CC=C(C=C1)/C=C/C(C(F)(F)F)(O)C1=CC(=CC(=C1)Cl)Cl ((E)-4-(4-(1H-1,2,4-triazol-1-yl)phenyl)-2-(3,5-dichlorophenyl)-1,1,1-trifluorobut-3-en-2-ol), N1(N=CN=C1)C1=CC=C(C=C1)/C=C/C(=O)C1=CC(=CC(=C1)Cl)Cl ((E)-3-(4-(1H-1,2,4-triazol-1-yl)phenyl)-1-(3,5-dichlorophenyl)prop-2-en-1-one), FC(F)(F)[Si](C)(C)C (trifluoromethyltrimethylsilane), [F-].C(CCC)[N+](CCCC)(CCCC)CCCC (tetra-n-butylammonium fluoride), Cl (HCl). The solvent is C1CCOC1 (THF). Run at time 2 hour. Yields the product ClC=1C=C(C=C(C1)Cl)C(/C=C/C1=CC=C(C=C1)N1N=CN=C1)(C(F)(F)F)OC ((E)-1-(4-(3-(3,5-Dichlorophenyl)-4,4,4-trifluoro-3-methoxybut-1-en-1-yl)phenyl)-1H-1,2,4-triazole). Isolated yield 25.0%. As a reaction SMILES: [N:1]1([C:6]2[CH:11]=[CH:10][C:9](/[CH:12]=[CH:13]/[C:14]([C:20]3[CH:25]=[C:24]([Cl:26])[CH:23]=[C:22]([Cl:27])[CH:21]=3)([OH:19])[C:15]([F:18])([F:17])[F:16])=[CH:8][CH:7]=2)[CH:5]=[N:4][CH:3]=[N:2]1.N1(C2C=CC(/C=C/C(C3C=C(Cl)C=C(Cl)C=3)=O)=CC=2)C=N[CH:30]=N1.FC([Si](C)(C)C)(F)F.[F-].C([N+](CCCC)(CCCC)CCCC)CCC.Cl>C1COCC1>[Cl:27][C:22]1[CH:21]=[C:20]([C:14]([O:19][CH3:30])([C:15]([F:18])([F:17])[F:16])/[CH:13]=[CH:12]/[C:9]2[CH:10]=[CH:11][C:6]([N:1]3[CH:5]=[N:4][CH:3]=[N:2]3)=[CH:7][CH:8]=2)[CH:25]=[C:24]([Cl:26])[CH:23]=1 |f:3.4|. Reported procedure: (E)-4-(4-(1H-1,2,4-triazol-1-yl)phenyl)-2-(3,5-dichlorophenyl)-1,1,1-trifluorobut-3-en-2-ol (DC69): To a solution of (E)-3-(4-(1H-1,2,4-triazol-1-yl)phenyl)-1-(3,5-dichlorophenyl)prop-2-en-1-one (1 g, 3 mmol) in THF (150 mL) was added trifluoromethyltrimethylsilane (0.517 g, 3.644 mmol) and tetra-n-butylammonium fluoride (TBAF) (1.0 M, 1 mL) at 0° C. The reaction was slowly warmed to ambient temperature and allowed to stir for 2 h. The reaction was then cooled to 0° C. and 5 M HCl solution was a... The reactants are CC1=C(C=NC(=C1)C(F)(F)F)N (4-methyl-6-(trifluoromethyl)pyridin-3-amine), N(=O)[O-].[Na+] (sodium nitrite). RXN SMILES: [CH3:1][C:2]1[CH:7]=[C:6]([C:8]([F:11])([F:10])[F:9])[N:5]=[CH:4][C:3]=1[NH2:12].[N:13]([O-])=O.[Na+]>C(O)(=O)C.O>[F:10][C:8]([F:11])([F:9])[C:6]1[CH:7]=[C:2]2[CH:1]=[N:13][NH:12][C:3]2=[CH:4][N:5]=1 |f:1.2|. Conditions: time 15 minute. Procedure details: A solution of 4-methyl-6-(trifluoromethyl)pyridin-3-amine [944317-54-8] (1.00 g, 5.68 mmol) in acetic acid (75 mL) was treated with a solution of sodium nitrite (392 mg, 5.68 mmol) in water (1 mL). The reaction mixture was stirred at RT for 15 min and then was allowed to stand at ambient temperature for 48 h. Acetic acid was evaporated under reduced pressure and the residual aqueous solution was partitioned between EtOAc and sat. aq. NaHCO3. The organic solution was washed with water and brine, ... Run in C(C)(=O)O (acetic acid), O (water). Yields the product FC(C=1C=C2C(=CN1)NN=C2)(F)F (5-Trifluoromethyl-1H-pyrazolo[3,4-c]pyridine). Starting materials: C(C)N(C1=CC=CC=C1)CC (N,N-diethylaniline), ClC1=CC(=C(C=C1)N1C(N(C(=CC1=O)C(F)(F)F)C)=O)OCC#C (3-(4-chloro-2-propargyloxyphenyl)-1-methyl-6-trifluoromethyluracil), [F-].[Cs+] (cesium fluoride). Run in O (water). Reaction conditions: temperature 185 celsius, time 2 hour. Product: ClC1=CC=C(C2=C1C=C(O2)C)N2C(N(C(=CC2=O)C(F)(F)F)C)=O (3-(4-chloro-2-methylbenzofuran-7-yl)-1-methyl-6-trifluoromethyluracil). Yield: 35.0%. RXN SMILES: C(N(CC)[C:4]1[CH:9]=CC=C[CH:5]=1)C.[Cl:12][C:13]1[CH:18]=[CH:17][C:16]([N:19]2[C:24](=[O:25])[CH:23]=[C:22]([C:26]([F:29])([F:28])[F:27])[N:21]([CH3:30])[C:20]2=[O:31])=[C:15]([O:32]CC#C)[CH:14]=1.[F-].[Cs+]>O>[Cl:12][C:13]1[C:14]2[CH:5]=[C:4]([CH3:9])[O:32][C:15]=2[C:16]([N:19]2[C:24](=[O:25])[CH:23]=[C:22]([C:26]([F:29])([F:27])[F:28])[N:21]([CH3:30])[C:20]2=[O:31])=[CH:17][CH:18]=1 |f:2.3|. Procedure details: 200 ml of N,N-diethylaniline was added to 20.0 g (55.8 mmol) of 3-(4-chloro-2-propargyloxyphenyl)-1-methyl-6-trifluoromethyluracil and 17.0 g (112 mmol) of cesium fluoride, followed by stirring at 180 to 190° C. for 2 hours. After completion of the reaction, the reaction solution was poured into water and extracted with ethyl acetate. The organic layer was washed sequentially with a 10% hydrochloric acid aqueous solution, water and a saturated sodium chloride aqueous solution and then dried over...